The task is: describe an organic reaction: reactants, conditions, products, and yield. This data is from the Open Reaction Database (ORD), a public repository of structured organic reaction records. The reactants are O=C([O-])O, CO, CNCCc1ccccc1, O=c1ssc(Cl)c1Cl, [K+]. Product: CN(CCc1ccccc1)c1ssc(=O)c1Cl. RXN SMILES: [C:1](=[O:2])([OH:3])[O-:4].[CH3:24][OH:25].[CH3:6][NH:7][CH2:8][CH2:9][c:10]1[cH:11][cH:12][cH:13][cH:14][cH:15]1.[Cl:16][c:17]1[c:18](=[O:23])[s:19][s:20][c:21]1[Cl:22].[K+:5]>>[CH3:6][N:7]([CH2:8][CH2:9][c:10]1[cH:11][cH:12][cH:13][cH:14][cH:15]1)[c:21]1[c:17]([Cl:16])[c:18](=[O:23])[s:19][s:20]1. Starting materials: CS(=O)(=O)C1=CC=C(C(C=O)=C1)OC (5-methylsulfonyl-o-anisaldehyde), N[C@H]1[C@@H]2[C@H](CN([C@H]1C(C1=CC=CC=C1)C1=CC=CC=C1)CC2)C(=O)N ((3R,4S,5S,6S)-5-amino-6-diphenylmethyl-1-azabicyclo[2.2.2]octane-3-carboxamide), NaBH(Oac)3, C(Cl)Cl (CH2Cl2). Run at time 3 hour. Yields the product Cl.Cl.C1(=CC=CC=C1)C([C@H]1[C@H]([C@@H]2[C@H](CN1CC2)C(=O)N)NCC2=C(C=CC(=C2)S(=O)(=O)C)OC)C2=CC=CC=C2 ((3R,4S,5S,6S)-6-Diphenylmethyl-5-(-2-methoxy-5-methylsulfonylbenzyl-amino)-1-azabicyclo[2.2.2]octane-3-carboxamide dihydrochloride). Yield: 58.2%. Reaction SMILES: [CH3:1][S:2]([C:5]1[CH:12]=[C:9]([CH:10]=O)[C:8]([O:13][CH3:14])=[CH:7][CH:6]=1)(=[O:4])=[O:3].[NH2:15][C@@H:16]1[C@H:21]([CH:22]([C:29]2[CH:34]=[CH:33][CH:32]=[CH:31][CH:30]=2)[C:23]2[CH:28]=[CH:27][CH:26]=[CH:25][CH:24]=2)[N:20]2[CH2:35][CH2:36][C@H:17]1[C@@H:18]([C:37]([NH2:39])=[O:38])[CH2:19]2.C(Cl)[Cl:41]>>[ClH:41].[ClH:41].[C:29]1([CH:22]([C:23]2[CH:28]=[CH:27][CH:26]=[CH:25][CH:24]=2)[C@@H:21]2[N:20]3[CH2:35][CH2:36][C@@H:17]([C@@H:18]([C:37]([NH2:39])=[O:38])[CH2:19]3)[C@@H:16]2[NH:15][CH2:10][C:9]2[CH:12]=[C:5]([S:2]([CH3:1])(=[O:4])=[O:3])[CH:6]=[CH:7][C:8]=2[O:13][CH3:14])[CH:30]=[CH:31][CH:32]=[CH:33][CH:34]=1 |f:3.4.5|. Procedure details: A mixture of 5-methylsulfonyl-o-anisaldehyde (364 mg,1.7 mmol), (3R,4S,5S,6S)-5-amino-6-diphenylmethyl-1-azabicyclo[2.2.2]octane-3-carboxamide (500 mg, 1.50 mmol) and NaBH(Oac)3 (636 mg, 3.0 mmol) in CH2Cl2 (10 ml) was stirred at room temperature for 3 hr. The reaction mixture was extracted with CH2Cl2 (300 ml), washed with NaHCO3 aqueous solution and brine, dried over MgSO4 and concentrated in vacuo. The residue was purified by silica gel chromatography. The resulted product was diluted with HC... The reactants are solution, Cl (hydrochloric acid), C(CCC)OC1(CN(C1)C([C@@H](CC1=CC=C(C=C1)OC)NC(OC(C)(C)C)=O)=O)C1=C(C=CC=C1)C (tert-butyl [(R)-2-(3-butoxy-3-o-tolylazetidin-1-yl)-1-(4-methoxybenzyl)-2-oxoethyl]carbamate). Run in C(C)(=O)OCC (ethyl acetate). Conditions: time 2 hour. Product: Cl.N[C@@H](C(=O)N1CC(C1)(C1=C(C=CC=C1)C)OCCCC)CC1=CC=C(C=C1)OC ((R)-2-amino-1-(3-butoxy-3-o-tolylazetidin-1-yl)-3-(4-methoxyphenyl)propan-1-one hydrochloride). Isolated yield 82.0%. Reaction SMILES: [ClH:1].[CH2:2]([O:6][C:7]1([C:31]2[CH:36]=[CH:35][CH:34]=[CH:33][C:32]=2[CH3:37])[CH2:10][N:9]([C:11](=[O:30])[C@H:12]([NH:22]C(=O)OC(C)(C)C)[CH2:13][C:14]2[CH:19]=[CH:18][C:17]([O:20][CH3:21])=[CH:16][CH:15]=2)[CH2:8]1)[CH2:3][CH2:4][CH3:5]>C(OCC)(=O)C>[ClH:1].[NH2:22][C@H:12]([CH2:13][C:14]1[CH:15]=[CH:16][C:17]([O:20][CH3:21])=[CH:18][CH:19]=1)[C:11]([N:9]1[CH2:8][C:7]([O:6][CH2:2][CH2:3][CH2:4][CH3:5])([C:31]2[CH:36]=[CH:35][CH:34]=[CH:33][C:32]=2[CH3:37])[CH2:10]1)=[O:30] |f:3.4|. Reported procedure: 6 ml of a 4N solution of hydrochloric acid in ethyl acetate are added to 615 mg (1.24 mmol) of tert-butyl [(R)-2-(3-butoxy-3-o-tolylazetidin-1-yl)-1-(4-methoxybenzyl)-2-oxoethyl]carbamate (procedure identical to 4-3). The reaction mixture is stirred at ambient temperature for 2 hours. The precipitate obtained is filtered off, washed with diethyl ether and then dissolved in methanol, followed by evaporation of the solvents. 441 mg of (R)-2-amino-1-(3-butoxy-3-o-tolylazetidin-1-yl)-3-(4-methoxyphe... The reactants are ClC=1C=C(C=CC1Cl)NC(C)C(=O)O (N-(3,4-dichlorophenyl)-D,L-alanine), solid, C1(=CC=CC=C1)[C@H](N)CO ((S)-(+)-2-phenylglycinol). Yields the product ClC=1C=C(C=CC1Cl)NC(C)C(=O)N[C@H](CO)C1=CC=CC=C1 (N-[N-(3,4-dichlorophenyl)-D,L-alanyl]-(S)-2-amino-2-phenylethanol). RXN SMILES: [Cl:1][C:2]1[CH:3]=[C:4]([NH:9][CH:10]([C:12]([OH:14])=O)[CH3:11])[CH:5]=[CH:6][C:7]=1[Cl:8].[C:15]1([C@@H:21]([CH2:23][OH:24])[NH2:22])[CH:20]=[CH:19][CH:18]=[CH:17][CH:16]=1>>[Cl:1][C:2]1[CH:3]=[C:4]([NH:9][CH:10]([C:12]([NH:22][C@@H:21]([C:15]2[CH:20]=[CH:19][CH:18]=[CH:17][CH:16]=2)[CH2:23][OH:24])=[O:14])[CH3:11])[CH:5]=[CH:6][C:7]=1[Cl:8]. Procedure details: Following General Procedure E and using N-(3,4-dichlorophenyl)-D,L-alanine (from Example A above) and (S)-(+)-2-phenylglycinol (Aldrich), the title compound was prepared as a solid (mp=66-70° C.). The reaction was monitored by tlc on silica gel (Rf=0.25 in 5% methanol/methylene chloride) and purification was by flash column chromatography (silica gel using 5% methanol/methylene chloride as eluent). Starting materials: FC(C1=CC=C(C=C1)N1N=C(C2=CC=CC=C12)C1CCN(CC1)C#N)(F)F (4-[1-(4-(trifluoromethyl)phenyl)-1H-indazol-3-yl]piperidine-1-carbonitrile), OS(=O)(=O)O (H2SO4), [OH-].[Na+] (NaOH). The solvent is O (H2O). Product: FC(C1=CC=C(C=C1)N1N=C(C2=CC=CC=C12)C1CCNCC1)(F)F (1-[4-(trifluoromethyl)phenyl]-3-(4-piperidinyl)-1H-indazole). Isolated yield 91.8%. Reaction SMILES: [F:1][C:2]([F:27])([F:26])[C:3]1[CH:8]=[CH:7][C:6]([N:9]2[C:17]3[C:12](=[CH:13][CH:14]=[CH:15][CH:16]=3)[C:11]([CH:18]3[CH2:23][CH2:22][N:21](C#N)[CH2:20][CH2:19]3)=[N:10]2)=[CH:5][CH:4]=1.OS(O)(=O)=O.[OH-].[Na+]>O>[F:27][C:2]([F:1])([F:26])[C:3]1[CH:8]=[CH:7][C:6]([N:9]2[C:17]3[C:12](=[CH:13][CH:14]=[CH:15][CH:16]=3)[C:11]([CH:18]3[CH2:19][CH2:20][NH:21][CH2:22][CH2:23]3)=[N:10]2)=[CH:5][CH:4]=1 |f:2.3|. Procedure details: A stirred mixture of 4-[1-(4-(trifluoromethyl)phenyl)-1H-indazol-3-yl]piperidine-1-carbonitrile of Example 101 (15 g, 0.041 moles) and 25% H2SO4 (100 ml) was refluxed for 20 hours. The mixture was cooled. poured into H2O and basified with a 25% NaOH solution. The product was extracted (dichloromethane), dried (MgSO4), and concentrated to yield 13 g (93%) of 1-[4-(trifluoromethyl)phenyl]-3-(4-piperidinyl)-1H-indazole as an oil. To a stirred suspension of the indazole (4.0 g, 0.012 moles) in tolue...